From a dataset of the Open Reaction Database (ORD), a public repository of structured organic reaction records. describe an organic reaction: reactants, conditions, products, and yield The reactants are IC=1C=C(CO)C=CC1 (3-iodobenzyl alcohol), S(=O)(Cl)Cl (thionyl chloride), [OH-].[Na+] (NaOH), S(=O)(Cl)Cl (thionyl chloride). Solvent: C(Cl)Cl (DCM), O (water). The product is IC=1C=C(CCl)C=CC1 (3-iodobenzyl chloride). As a reaction SMILES: [I:1][C:2]1[CH:3]=[C:4]([CH:7]=[CH:8][CH:9]=1)[CH2:5]O.S(Cl)([Cl:12])=O.[OH-].[Na+]>C(Cl)Cl.O>[I:1][C:2]1[CH:3]=[C:4]([CH:7]=[CH:8][CH:9]=1)[CH2:5][Cl:12] |f:2.3|. Procedure: A solution of 3-iodobenzyl alcohol (600 mg, 2.56 mmol) in DCM (3 ml) was treated with thionyl chloride (3 ml, 41.3 mmol) and stirred at ambient temperature for 18 h, before addition of further thionyl chloride (1 ml, 13.7 mmol) and heating to reflux for 12 h. The cooled solution was basified with 50% NaOH, diluted with water and extracted with DCM. The combined organics were dried over MgSO4, filtered and evaporated to afford a clear syrup which crystallises on standing to give 3-iodobenzyl chlo... Conditions: time 8 hour. RXN SMILES: [F:1][C:2]1[CH:7]=[C:6]([F:8])[CH:5]=[CH:4][C:3]=1[C:9]1[CH:14]=[CH:13][C:12]([C@@H:15]([N:17]2[CH2:22][CH2:21][C@:20]([CH2:30][CH2:31][C:32](O)=[O:33])([C:23]3[CH:28]=[CH:27][C:26]([F:29])=[CH:25][CH:24]=3)[O:19][C:18]2=[O:35])[CH3:16])=[CH:11][CH:10]=1.[CH3:36][S:37]([NH2:40])(=[O:39])=[O:38].C1C=CC2N(O)N=NC=2C=1.CCN=C=NCCCN(C)C.Cl.CCN(C(C)C)C(C)C>C(Cl)Cl>[F:1][C:2]1[CH:7]=[C:6]([F:8])[CH:5]=[CH:4][C:3]=1[C:9]1[CH:14]=[CH:13][C:12]([C@@H:15]([N:17]2[CH2:22][CH2:21][C@:20]([CH2:30][CH2:31][C:32]([NH:40][S:37]([CH3:36])(=[O:39])=[O:38])=[O:33])([C:23]3[CH:28]=[CH:27][C:26]([F:29])=[CH:25][CH:24]=3)[O:19][C:18]2=[O:35])[CH3:16])=[CH:11][CH:10]=1 |f:3.4|. Starting materials: FC1=C(C=CC(=C1)F)C1=CC=C(C=C1)[C@H](C)N1C(O[C@](CC1)(C1=CC=C(C=C1)F)CCC(=O)O)=O (3-((R)-3-((S)-1-(2′,4′-difluorobiphenyl-4-yl)ethyl)-6-(4-fluorophenyl)-2-oxo-1,3-oxazinan-6-yl)propanoic acid), CS(=O)(=O)N (methanesulfonamide), C=1C=CC2=C(C1)N=NN2O (HOBt), CCN=C=NCCCN(C)C.Cl (EDCl), CCN(C(C)C)C(C)C (DIEA). Yields the product FC1=C(C=CC(=C1)F)C1=CC=C(C=C1)[C@H](C)N1C(O[C@](CC1)(C1=CC=C(C=C1)F)CCC(=O)NS(=O)(=O)C)=O (3-((R)-3-((S)-1-(2′,4′-difluorobiphenyl-4-yl)ethyl)-6-(4-fluorophenyl)-2-oxo-1,3-oxazinan-6-yl)-N-(methylsulfonyl)propanamide). Run in C(Cl)Cl (CH2Cl2). Procedure: A mixture of 3-((R)-3-((S)-1-(2′,4′-difluorobiphenyl-4-yl)ethyl)-6-(4-fluorophenyl)-2-oxo-1,3-oxazinan-6-yl)propanoic acid (60 mg, 0.13 mmol), methanesulfonamide (24 mg, 0.26 mmol), HOBt (53 mg, 0.39 mmol), EDCl (75 mg, 0.39 mmol) and DIEA (1 mL) in CH2Cl2 was stirred at rt overnight. The solvent was removed to give the crude product. It was purified by preparative HPLC to give 3-((R)-3-((S)-1-(2′,4′-difluorobiphenyl-4-yl)ethyl)-6-(4-fluorophenyl)-2-oxo-1,3-oxazinan-6-yl)-N-(methylsulfonyl)propa... The yield is 9.6%. Reactants: O=C(Oc1ccc2c(c1)c1c(n2C(=O)c2ccccc2)CCC(C(=O)O)C1)c1ccccc1, CCOC(C)=O. Yields the product O=C(O)C1CCc2c(c3cc(O)ccc3n2C(=O)c2ccccc2)C1. As a reaction SMILES: [C:1]([c:2]1[cH:3][cH:4][cH:5][cH:6][cH:7]1)(=[O:8])[n:9]1[c:10]2[cH:11][cH:12][c:13]([O:25][C:26](=[O:27])[c:28]3[cH:29][cH:30][cH:31][cH:32][cH:33]3)[cH:14][c:15]2[c:16]2[c:21]1[CH2:20][CH2:19][CH:18]([C:22](=[O:23])[OH:24])[CH2:17]2.[CH3:34][CH2:35][O:36][C:37](=[O:38])[CH3:39]>>[C:1]([c:2]1[cH:3][cH:4][cH:5][cH:6][cH:7]1)(=[O:8])[n:9]1[c:10]2[cH:11][cH:12][c:13]([OH:25])[cH:14][c:15]2[c:16]2[c:21]1[CH2:20][CH2:19][CH:18]([C:22](=[O:23])[OH:24])[CH2:17]2. The reactants are C(C1=CC=CC=C1)N([C@H]1[C@H](OC2=C(NC1=O)C=C(C=C2)F)C(F)(F)F)CC2=CC=CC=C2 ((−)-(6S,7S)-7-dibenzylamino-2-fluoro-6-trifluoromethyl-6,7-dihydro-9H-5-oxa-9-aza-benzocyclohepten-8-one). Reagents/catalysts: [Pd] (Pd/C). Solvent: CO (methanol). Yields the product N[C@H]1[C@H](OC2=C(NC1=O)C=C(C=C2)F)C(F)(F)F ((6S,7S)-7-Amino-2-fluoro-6-trifluoromethyl-6,7-dihydro-9H-5-oxa-9-aza-benzocyclohepten-8-one). RXN SMILES: C([N:8](CC1C=CC=CC=1)[C@@H:9]1[C:15](=[O:16])[NH:14][C:13]2[CH:17]=[C:18]([F:21])[CH:19]=[CH:20][C:12]=2[O:11][C@@H:10]1[C:22]([F:25])([F:24])[F:23])C1C=CC=CC=1>CO.[Pd]>[NH2:8][C@@H:9]1[C:15](=[O:16])[NH:14][C:13]2[CH:17]=[C:18]([F:21])[CH:19]=[CH:20][C:12]=2[O:11][C@@H:10]1[C:22]([F:25])([F:24])[F:23]. Procedure: The title compound was prepared by hydrogenation of (−)-(6S,7S)-7-dibenzylamino-2-fluoro-6-trifluoromethyl-6,7-dihydro-9H-5-oxa-9-aza-benzocyclohepten-8-one in methanol with Pd/C (10%), MS m/e (%): 265.2 (M+H+, 100). Reactants: BrC1=C(C=CC=C1)[N+](=O)[O-] (2-bromo-nitrobenzene), C[C@H]1NCCNC1 ((R)-(+)-2-methylpiperazine), C(=O)([O-])[O-].[K+].[K+] (K2CO3). The solvent is O1CCOCC1 (1,4-dioxane). Product: C[C@@H]1CN(CCN1)C1=C(C=CC=C1)[N+](=O)[O-] ((R)-(+)-3-methyl-1-(2-nitrophenyl)-piperazine). Isolated yield 470.0%. RXN SMILES: Br[C:2]1[CH:7]=[CH:6][CH:5]=[CH:4][C:3]=1[N+:8]([O-:10])=[O:9].[CH3:11][C@@H:12]1[CH2:17][NH:16][CH2:15][CH2:14][NH:13]1.C([O-])([O-])=O.[K+].[K+]>O1CCOCC1>[CH3:11][C@H:12]1[NH:13][CH2:14][CH2:15][N:16]([C:2]2[CH:7]=[CH:6][CH:5]=[CH:4][C:3]=2[N+:8]([O-:10])=[O:9])[CH2:17]1 |f:2.3.4|. Reported procedure: To a solution of 2-bromo-nitrobenzene (0.4 g, 2.0 mmol) in 1,4-dioxane (10 mL) was added (R)-(+)-2-methylpiperazine (0.25 g, 0.25 mmol) and powdered K2CO3 (7.5 mmol, 0.8 g) and the resulting suspension was heated at reflux for 10 h. After the suspension was cooled, it was filtered through a sintered glass funnel and the solvent was evaporated in vacuo. The resulting residue was purified by column chromatography on silica gel (1:1 hexane/EtOAc followed by 4:1 EtOAc/MeOH) to yield (R)-(+)-3-methyl...